Dataset: the Open Reaction Database (ORD), a public repository of structured organic reaction records. Task: describe an organic reaction: reactants, conditions, products, and yield Starting materials: ClC1=NC=C(C=C1[N+](=O)[O-])C (2-chloro-5-methyl-3-nitropyridine), NC1=CC=C(C=C1)CCO (4-aminophenylethyl alcohol). Yields the product CC=1C=C(C(=NC1)NC1=CC=C(C=C1)CCO)[N+](=O)[O-] (2-{4-[(5-Methyl-3-nitro-2-pyridinyl)amino]phenyl}ethanol). RXN SMILES: Cl[C:2]1[C:7]([N+:8]([O-:10])=[O:9])=[CH:6][C:5]([CH3:11])=[CH:4][N:3]=1.[NH2:12][C:13]1[CH:18]=[CH:17][C:16]([CH2:19][CH2:20][OH:21])=[CH:15][CH:14]=1>>[CH3:11][C:5]1[CH:6]=[C:7]([N+:8]([O-:10])=[O:9])[C:2]([NH:12][C:13]2[CH:18]=[CH:17][C:16]([CH2:19][CH2:20][OH:21])=[CH:15][CH:14]=2)=[N:3][CH:4]=1. Reported procedure: The title compound was prepared according to the procedure described in step 3 of Example 1 from 2-chloro-5-methyl-3-nitropyridine and 4-aminophenylethyl alcohol.